This data is from the Open Reaction Database (ORD), a public repository of structured organic reaction records. The task is: describe an organic reaction: reactants, conditions, products, and yield Reactants: S1C(=CC=C1)C1=NC2=CC=CC(=C2N=C1C=1SC=CC1)NC1=CC=C(C=C1)[N+](=O)[O-] (2,3-di(2-thienyl)-5-(4-nitrophenyl)aminoquinoxaline). Solvent: O1CCCC1 (tetrahydrofuran). Product: S1C(=CC=C1)C1=NC2=CC=CC(=C2N=C1C=1SC=CC1)NC1=CC=C(C=C1)N (2,3-di(2-thienyl)-5-(4-aminophenyl)aminoquinoxaline). Reaction SMILES: [S:1]1[CH:5]=[CH:4][CH:3]=[C:2]1[C:6]1[C:15]([C:16]2[S:17][CH:18]=[CH:19][CH:20]=2)=[N:14][C:13]2[C:8](=[CH:9][CH:10]=[CH:11][C:12]=2[NH:21][C:22]2[CH:27]=[CH:26][C:25]([N+:28]([O-])=O)=[CH:24][CH:23]=2)[N:7]=1>O1CCCC1>[S:1]1[CH:5]=[CH:4][CH:3]=[C:2]1[C:6]1[C:15]([C:16]2[S:17][CH:18]=[CH:19][CH:20]=2)=[N:14][C:13]2[C:8](=[CH:9][CH:10]=[CH:11][C:12]=2[NH:21][C:22]2[CH:23]=[CH:24][C:25]([NH2:28])=[CH:26][CH:27]=2)[N:7]=1. Procedure: 2.2 g (5.1 mmol) of 2,3-di(2-thienyl)-5-(4-nitrophenyl)aminoquinoxaline was dissolved in 50 ml of tetrahydrofuran, and a reaction container was purged with nitrogen. Thereafter, 0.7 g of 5% Pd/C (hydrous) was added, followed by sufficient purging with nitrogen again. This system was purged with hydrogen, followed by reaction at room temperature for 5 hours. After completion of the reaction, the system was filtered, and the resulting filtration residue was washed with tetrahydrofuran and filtered... The reactants are CCN=C=NCCCN(C)C (EDCI), C(=O)(OC(C)(C)C)NN (Boc-hydrazine), C=1C=CC2=C(C1)N=NN2O (HOBT), COC1=CC(=NC2=C(C=CC=C12)OC)C(=O)N1CCC2(CC1)OC1=CC=C(C=C1C(C2)=O)C(=O)O (1′-[(4,8-dimethoxyquinolin-2-yl)carbonyl]-6-(carboxy)spiro[chroman-2,4′-piperidin]-4-one). The solvent is CN(C)C=O (DMF), C(C)(=O)OCC (ethyl acetate). Conditions: time 14 hour. Yields the product COC1=CC(=NC2=C(C=CC=C12)OC)C(=O)N1CCC2(CC1)OC1=CC=C(C=C1C(C2)=O)C(=O)NNC(=O)OC(C)(C)C (tert-butyl 2-({1′-[(4,8-dimethoxyquinolin-2-yl)carbonyl]-4-oxospiro[chroman-2,4′-piperidin]-6-yl}carbonyl)hydrazinecarboxylate). The yield is 91.5%. As a reaction SMILES: CCN=C=NCCCN(C)C.[C:12]([NH:19][NH2:20])([O:14][C:15]([CH3:18])([CH3:17])[CH3:16])=[O:13].C1C=CC2N(O)N=NC=2C=1.[CH3:31][O:32][C:33]1[C:42]2[C:37](=[C:38]([O:43][CH3:44])[CH:39]=[CH:40][CH:41]=2)[N:36]=[C:35]([C:45]([N:47]2[CH2:52][CH2:51][C:50]3([CH2:61][C:60](=[O:62])[C:59]4[C:54](=[CH:55][CH:56]=[C:57]([C:63](O)=[O:64])[CH:58]=4)[O:53]3)[CH2:49][CH2:48]2)=[O:46])[CH:34]=1>C(OCC)(=O)C.CN(C=O)C>[CH3:31][O:32][C:33]1[C:42]2[C:37](=[C:38]([O:43][CH3:44])[CH:39]=[CH:40][CH:41]=2)[N:36]=[C:35]([C:45]([N:47]2[CH2:52][CH2:51][C:50]3([CH2:61][C:60](=[O:62])[C:59]4[C:54](=[CH:55][CH:56]=[C:57]([C:63]([NH:20][NH:19][C:12]([O:14][C:15]([CH3:18])([CH3:17])[CH3:16])=[O:13])=[O:64])[CH:58]=4)[O:53]3)[CH2:49][CH2:48]2)=[O:46])[CH:34]=1. Reported procedure: 50.6 mg of EDCI was added to a mixture of 29.1 mg of Boc-hydrazine, 33.7 mg of HOBT, 105 mg of 1′-[(4,8-dimethoxyquinolin-2-yl)carbonyl]-6-(carboxy)spiro[chroman-2,4′-piperidin]-4-one and 2.2 mL of DMF, and the resulting mixture was stirred at room temperature for 14 hours. The reaction mixture was diluted with 15 mL of ethyl acetate, washed with water and aqueous saturated NaHCO3 solution, and dried over sodium sulfate. The residue was purified through silica gel chromatography (2% MeOH/CHCl3) ... RXN SMILES: [CH3:18][c:19]1[cH:20][c:21]([C:24](=[O:25])[Cl:26])[cH:22][o:23]1.[c:1]1([CH2:7][CH2:8][CH2:9][N:10]2[CH:11]([CH3:17])[CH2:12][NH:13][CH:14]([CH3:16])[CH2:15]2)[cH:2][cH:3][cH:4][cH:5][cH:6]1.[cH:27]1[cH:28][cH:29][cH:30][cH:31][cH:32]1>>[ClH:26].[c:1]1([CH2:7][CH2:8][CH2:9][N:10]2[CH:11]([CH3:17])[CH2:12][N:13]([C:24]([c:21]3[cH:20][c:19]([CH3:18])[o:23][cH:22]3)=[O:25])[CH:14]([CH3:16])[CH2:15]2)[cH:2][cH:3][cH:4][cH:5][cH:6]1. Reactants: Cc1cc(C(=O)Cl)co1, CC1CN(CCCc2ccccc2)C(C)CN1, c1ccccc1. The product is Cl, Cc1cc(C(=O)N2CC(C)N(CCCc3ccccc3)CC2C)co1.